From a dataset of the Open Reaction Database (ORD), a public repository of structured organic reaction records. describe an organic reaction: reactants, conditions, products, and yield Reactants: [BH4-], CCO, ClC(Cl)Cl, Cl, [Na+], [Na+], [OH-], O, CC(N=Cc1ccc(O)cc1)c1ccccc1. The product is CC(NCc1ccc(O)cc1)c1ccccc1. As a reaction SMILES: [BH4-:18].[CH2:23]([OH:24])[CH3:25].[CH:26]([Cl:27])([Cl:28])[Cl:29].[ClH:20].[Na+:19].[Na+:22].[OH-:21].[OH2:30].[OH:1][c:2]1[cH:3][cH:4][c:5]([CH:6]=[N:7][CH:8]([CH3:9])[c:10]2[cH:11][cH:12][cH:13][cH:14][cH:15]2)[cH:16][cH:17]1>>[OH:1][c:2]1[cH:3][cH:4][c:5]([CH2:6][NH:7][CH:8]([CH3:9])[c:10]2[cH:11][cH:12][cH:13][cH:14][cH:15]2)[cH:16][cH:17]1. Starting materials: CO, COC(=O)C1Cc2ccc(OC)cc2CS1, Cl, [K+], [OH-], O. The product is COc1ccc2c(c1)CSC(C(=O)O)C2. RXN SMILES: [CH3:20][OH:21].[CH3:3][O:4][C:5](=[O:6])[CH:7]1[S:8][CH2:9][c:10]2[cH:11][c:12]([O:17][CH3:18])[cH:13][cH:14][c:15]2[CH2:16]1.[ClH:19].[K+:2].[OH-:1].[OH2:22]>>[O:4]=[C:5]([OH:6])[CH:7]1[S:8][CH2:9][c:10]2[cH:11][c:12]([O:17][CH3:18])[cH:13][cH:14][c:15]2[CH2:16]1. Starting materials: ClC1=C(C=CC=C1)C1=NC(=NC=C1C(=O)OCC)C (ethyl 4-(2-chlorophenyl)-2-methylpyrimidine-5-carboxylate), BrN1C(CCC1=O)=O (N-bromosuccinimide), 2,2′-azobis-2-methylpropionitrile. The solvent is C(Cl)(Cl)(Cl)Cl (carbon tetrachloride). The product is BrCC1=NC=C(C(=N1)C1=C(C=CC=C1)Cl)C(=O)OCC (ethyl 2-(bromomethyl)-4-(2-chlorophenyl)pyrimidine-5-carboxylate). As a reaction SMILES: [Cl:1][C:2]1[CH:7]=[CH:6][CH:5]=[CH:4][C:3]=1[C:8]1[C:13]([C:14]([O:16][CH2:17][CH3:18])=[O:15])=[CH:12][N:11]=[C:10]([CH3:19])[N:9]=1.[Br:20]N1C(=O)CCC1=O>C(Cl)(Cl)(Cl)Cl>[Br:20][CH2:19][C:10]1[N:9]=[C:8]([C:3]2[CH:4]=[CH:5][CH:6]=[CH:7][C:2]=2[Cl:1])[C:13]([C:14]([O:16][CH2:17][CH3:18])=[O:15])=[CH:12][N:11]=1. Reported procedure: 820 mg (2.96 mmol) of ethyl 4-(2-chlorophenyl)-2-methylpyrimidine-5-carboxylate and 633 mg (3.55 mmol) of N-bromosuccinimide were dissolved in 18 ml of carbon tetrachloride and, with stirring, heated to the boil. At boiling point, 49 mg (0.29 mmol) of 2,2′-azobis-2-methylpropionitrile were added a little at a time over a period of 5 hours, followed by refluxing for a further hour. After cooling to room temperature, the reaction solution was filtered and the mother liquor was freed from the solve... The reactants are COC(C1=C(C=C(C=C1)O)F)=O (2-fluoro-4-hydroxy-benzoic acid methyl ester), Cl.ClCC=1N=C(SC1)C (4-chloromethyl-2-methylthiazole hydrochloride), N1[C@@H](CCC1)CN1CCCC1 ((S)(+)-1-(2-pyrrolidinylmethyl)pyrrolidine). The product is FC1=C(C=CC(=C1)OCC=1N=C(SC1)C)C(=O)N1[C@@H](CCC1)CN1CCCC1 ([2-Fluoro-4-(2methyl-thiazol-4-ylmethoxy)-phenyl]-(2-(S)-pyrrolidin-1-ylmethyl-pyrrolidin-1-yl)-methanone). As a reaction SMILES: CO[C:3](=[O:12])[C:4]1[CH:9]=[CH:8][C:7]([OH:10])=[CH:6][C:5]=1[F:11].Cl.Cl[CH2:15][C:16]1[N:17]=[C:18]([CH3:21])[S:19][CH:20]=1.[NH:22]1[CH2:26][CH2:25][CH2:24][C@H:23]1[CH2:27][N:28]1[CH2:32][CH2:31][CH2:30][CH2:29]1>>[F:11][C:5]1[CH:6]=[C:7]([O:10][CH2:15][C:16]2[N:17]=[C:18]([CH3:21])[S:19][CH:20]=2)[CH:8]=[CH:9][C:4]=1[C:3]([N:22]1[CH2:26][CH2:25][CH2:24][C@H:23]1[CH2:27][N:28]1[CH2:32][CH2:31][CH2:30][CH2:29]1)=[O:12] |f:1.2|. Reported procedure: The title compound is prepared in a manner substantially analogous to Procedures D and E using 2-fluoro-4-hydroxy-benzoic acid methyl ester [CAS 197507-22-5], 4-chloromethyl-2-methylthiazole hydrochloride [CAS 39238-07-8], and (S)(+)-1-(2-pyrrolidinylmethyl)pyrrolidine. MS (ES+) m/e 404.2 Starting materials: CCOC(C)=O, OCC(CO)c1nc2ccccc2c2ccccc12, O=[Se]=O. Yields the product O=Cc1nc2ccccc2c2ccccc12. Reaction SMILES: [CH3:23][CH2:24][O:25][C:26](=[O:27])[CH3:28].[OH:1][CH2:2][CH:3]([CH2:4][OH:5])[c:6]1[n:7][c:8]2[cH:9][cH:10][cH:11][cH:12][c:13]2[c:14]2[cH:15][cH:16][cH:17][cH:18][c:19]12.[Se:20](=[O:21])=[O:22]>>[CH:3]([c:6]1[n:7][c:8]2[cH:9][cH:10][cH:11][cH:12][c:13]2[c:14]2[cH:15][cH:16][cH:17][cH:18][c:19]12)=[O:21]. Starting materials: C(C)(C)(C)OC(=O)C1(CC=C(C(=O)N2C=NC=C2)C=C1)NCCCCCCCCCCCC#CC1=CC=C(C=C1)Cl (1-{4-(tert-butyloxycarbonyl)-4-[13-(4-chlorophenyl)tridec-12-ynylamino]benzoyl}imidazole), [OH-].[Na+] (sodium hydroxide), NCC(CO)O (3-amino-1,2-propanediol). Run in C(Cl)(Cl)Cl (chloroform). Reaction conditions: temperature 40 celsius, time 24 hour. The product is OC(CNC(C1=CC=C(C=C1)NCCCCCCCCCCCC#CC1=CC=C(C=C1)Cl)=O)CO (N-(2,3-dihydroxypropyl)-4-[13-(4-chlorophenyl)tridec-12-ynylamino]benzamide). Reaction SMILES: C(OC([C:8]1([NH:21][CH2:22][CH2:23][CH2:24][CH2:25][CH2:26][CH2:27][CH2:28][CH2:29][CH2:30][CH2:31][CH2:32][C:33]#[C:34][C:35]2[CH:40]=[CH:39][C:38]([Cl:41])=[CH:37][CH:36]=2)[CH:20]=[CH:19][C:11]([C:12](N2C=CN=C2)=[O:13])=[CH:10][CH2:9]1)=O)(C)(C)C.[OH-].[Na+].[NH2:44][CH2:45][CH:46]([OH:49])[CH2:47][OH:48]>C(Cl)(Cl)Cl>[OH:49][CH:46]([CH2:47][OH:48])[CH2:45][NH:44][C:12](=[O:13])[C:11]1[CH:10]=[CH:9][C:8]([NH:21][CH2:22][CH2:23][CH2:24][CH2:25][CH2:26][CH2:27][CH2:28][CH2:29][CH2:30][CH2:31][CH2:32][C:33]#[C:34][C:35]2[CH:36]=[CH:37][C:38]([Cl:41])=[CH:39][CH:40]=2)=[CH:20][CH:19]=1 |f:1.2|. Procedure: To a mixture containing 4.3 g. of 1-{4-(tert-butyloxycarbonyl)-4-[13-(4-chlorophenyl)tridec-12-ynylamino]benzoyl}imidazole, 50 ml. of chloroform, and 50 ml. of 5N sodium hydroxide is added 1.1 g. of 3-amino-1,2-propanediol. The solution is vigorously stirred for 24 hours, the layers are separated, and the chloroform solution is washed once with 50 ml. of 1 N sodium hydroxide. The solvent is evaporated and the residue is heated for 30 minutes at 40° C. in 50 ml. of anhydrous trifluoroacetic acid.... The reactants are N#CSc1cnc(NC(=O)N(C2CCCCC2)C2CCCCC2)s1, ClCCN1CCCCC1, OC(CS)C(O)CS. Yields the product O=C(Nc1ncc(SCCN2CCCCC2)s1)N(C1CCCCC1)C1CCCCC1. Reaction SMILES: [CH:1]1([N:7]([C:8](=[O:9])[NH:10][c:11]2[s:12][c:13]([S:16][C:17]#[N:18])[cH:14][n:15]2)[CH:19]2[CH2:20][CH2:21][CH2:22][CH2:23][CH2:24]2)[CH2:2][CH2:3][CH2:4][CH2:5][CH2:6]1.[Cl:33][CH2:34][CH2:35][N:36]1[CH2:37][CH2:38][CH2:39][CH2:40][CH2:41]1.[SH:25][CH2:26][CH:27]([CH:28]([CH2:29][SH:30])[OH:31])[OH:32]>>[CH:1]1([N:7]([C:8](=[O:9])[NH:10][c:11]2[s:12][c:13]([S:16][CH2:34][CH2:35][N:36]3[CH2:37][CH2:38][CH2:39][CH2:40][CH2:41]3)[cH:14][n:15]2)[CH:19]2[CH2:20][CH2:21][CH2:22][CH2:23][CH2:24]2)[CH2:2][CH2:3][CH2:4][CH2:5][CH2:6]1.